Task: describe an organic reaction: reactants, conditions, products, and yield. Dataset: the Open Reaction Database (ORD), a public repository of structured organic reaction records Reactants: BrC1=CC(=C(C=C1)Cl)CC1=CC=C(C=C1)C1CC1 (4-bromo-1-chloro-2-((4-cyclopropylphenyl)methyl)benzene), C[Si](O[C@H]1C(O[C@@H]([C@H]([C@@H]1O[Si](C)(C)C)O[Si](C)(C)C)CO[Si](C)(C)C)=O)(C)C ((3R,4S,5R,6R)-3,4,5-tris-(trimethylsilyloxy)-6-((trimethylsilyloxy)methyl)-tetrahydropyran-2-one), [Li]CCCC (n-BuLi), C([O-])(O)=O.[Na+] (sodium bicarbonate), Cl (hydrochloric acid). Procedure: A cold solution of n-BuLi (2.5 M in hexane, 163 mL, 0.408 mol) precooled to −78° C. can be added dropwise under argon to a stirred solution of 4-bromo-1-chloro-2-((4-cyclopropylphenyl)methyl)benzene (100 g, 0.340 mol) in anhydrous THF/toluene (1:2 (v/v), 660 mL) at −78° C. at such a rate as to keep the internal temperature below −70° C. The mixture is then stirred for another 40 min after the addition. The reaction mixture is transferred by a cannula to a stirred solution of (3R,4S,5R,6R)-3,4,5-... Reaction conditions: time 40 minute. Solvent: C1CCOC1.C1(=CC=CC=C1)C (THF toluene), C1(=CC=CC=C1)C (toluene), CO (methanol). The product is ClC1=C(C=C(C=C1)C1(O[C@@H]([C@H]([C@@H]([C@H]1O)O)O)CO)OC)CC1=CC=C(C=C1)C1CC1 ((3R,4S,5S,6R)-2-(4-chloro-3-(4-cyclopropylbenzyl)phenyl)-6-(hydroxymethyl)-2-methoxytetrahydro-2H-pyran-3,4,5-triol). As a reaction SMILES: [Li][CH2:2]CCC.Br[C:7]1[CH:12]=[CH:11][C:10]([Cl:13])=[C:9]([CH2:14][C:15]2[CH:20]=[CH:19][C:18]([CH:21]3[CH2:23][CH2:22]3)=[CH:17][CH:16]=2)[CH:8]=1.C[Si](C)(C)[O:26][C@@H:27]1[C@@H:32]([O:33][Si](C)(C)C)[C@H:31]([O:38][Si](C)(C)C)[C@@H:30]([CH2:43][O:44][Si](C)(C)C)[O:29][C:28]1=[O:49].Cl.C(=O)(O)[O-].[Na+]>C1COCC1.C1(C)C=CC=CC=1.C1(C)C=CC=CC=1.CO>[Cl:13][C:10]1[CH:11]=[CH:12][C:7]([C:28]2([O:49][CH3:2])[C@H:27]([OH:26])[C@@H:32]([OH:33])[C@H:31]([OH:38])[C@@H:30]([CH2:43][OH:44])[O:29]2)=[CH:8][C:9]=1[CH2:14][C:15]1[CH:20]=[CH:19][C:18]([CH:21]2[CH2:23][CH2:22]2)=[CH:17][CH:16]=1 |f:4.5,6.7|.